From a dataset of the Open Reaction Database (ORD), a public repository of structured organic reaction records. describe an organic reaction: reactants, conditions, products, and yield Starting materials: C(#N)C1=CC=C(OC=2C=C(C(=O)O)C=C(C2)O)C=C1 (3-(4-cyano phenoxy)-5-hydroxy benzoic acid), C(C)(C)(C)OC(NC1CCC(CC1)N)=O ((4-amino-cyclohexyl)-carbamic acid tert-butyl ester). Product: C(C)(C)(C)OC(NC1CCC(CC1)NC(C1=CC(=CC(=C1)O)OC1=CC=C(C=C1)C#N)=O)=O ({4-[3-(4-Cyanophenoxy)-5-hydroxybenzoylamino]cyclohexyl}carbamic Acid Tert-butyl Ester). Yield: 37.8%. As a reaction SMILES: [C:1]([C:3]1[CH:19]=[CH:18][C:6]([O:7][C:8]2[CH:9]=[C:10]([CH:14]=[C:15]([OH:17])[CH:16]=2)[C:11]([OH:13])=O)=[CH:5][CH:4]=1)#[N:2].[C:20]([O:24][C:25](=[O:34])[NH:26][CH:27]1[CH2:32][CH2:31][CH:30]([NH2:33])[CH2:29][CH2:28]1)([CH3:23])([CH3:22])[CH3:21]>>[C:20]([O:24][C:25](=[O:34])[NH:26][CH:27]1[CH2:28][CH2:29][CH:30]([NH:33][C:11](=[O:13])[C:10]2[CH:14]=[C:15]([OH:17])[CH:16]=[C:8]([O:7][C:6]3[CH:5]=[CH:4][C:3]([C:1]#[N:2])=[CH:19][CH:18]=3)[CH:9]=2)[CH2:31][CH2:32]1)([CH3:23])([CH3:21])[CH3:22]. Procedure: Following the procedure of Example 5(c) 3-(4-cyano phenoxy)-5-hydroxy benzoic acid 0.9 g (3.52 mmol) and (4-amino-cyclohexyl)-carbamic acid tert-butyl ester (0.75 g, 3.52 mmol) were used to afford 0.6 g of the required product. 1H NMR (DMSO-d6): 1.35 (4H, m), 1.4 (9H, s), 1.8 (4H, m), 3.15 (1H, m), 3.7 (1H, m), 6.62 (1H, s), 6.76 (1H, d), 7.04 (1H, s), 7.16 (3H, m), 7.86 (2H, m), 8.2 (1H, d), 10.0 (1H, s).